This data is from the Open Reaction Database (ORD), a public repository of structured organic reaction records. The task is: describe an organic reaction: reactants, conditions, products, and yield The reactants are NC1=C(C=CC=C1OC1=CC(=C(C=C1)C)C)CC(=O)OCC (ethyl 2-[2-amino-3-(3,4-dimethylphenoxy)phenyl]acetate), [OH-].[Na+] (sodium hydroxide). Solvent: O (water). Yields the product NC1=C(C=CC=C1OC1=CC(=C(C=C1)C)C)CC(=O)O (2-[2-amino-3-(3,4-dimethylphenoxy)phenyl]acetic acid). Isolated yield 72.4%. RXN SMILES: [NH2:1][C:2]1[C:7]([O:8][C:9]2[CH:14]=[CH:13][C:12]([CH3:15])=[C:11]([CH3:16])[CH:10]=2)=[CH:6][CH:5]=[CH:4][C:3]=1[CH2:17][C:18]([O:20]CC)=[O:19].[OH-].[Na+]>O>[NH2:1][C:2]1[C:7]([O:8][C:9]2[CH:14]=[CH:13][C:12]([CH3:15])=[C:11]([CH3:16])[CH:10]=2)=[CH:6][CH:5]=[CH:4][C:3]=1[CH2:17][C:18]([OH:20])=[O:19] |f:1.2|. Reported procedure: A mixture of ethyl 2-[2-amino-3-(3,4-dimethylphenoxy)phenyl]acetate (3.2 g.), sodium hydroxide (0.9 g.) and water (50 ml.) was treated in a similar manner to that of Example 5-(2). The resultant residue was crystallized with a mixture of benzene and n-hexane to give 2-[2-amino-3-(3,4-dimethylphenoxy)phenyl]acetic acid (2.1 g.). mp 90° to 92° C. The reactants are C(#N)C1=CC=C(CNC(C(OC)C2=C(C=C(C=C2)O)F)=O)C=C1 ((RS)-N-(4-cyano-benzyl)-2-(2-fluoro-4-hydroxy-phenyl)-2-methoxy-acetamide), IC(C)C (2-iodopropane), C([O-])([O-])=O.[Cs+].[Cs+] (cesium carbonate). Run in CN(C)C=O (DMF). Yields the product C(#N)C1=CC=C(CNC(C(OC)C2=C(C=C(C=C2)OC(C)C)F)=O)C=C1 ((RS)-N-(4-cyano-benzyl)-2-(2-fluoro-4-isopropoxy-phenyl)-2-methoxy-acetamide). As a reaction SMILES: [C:1]([C:3]1[CH:23]=[CH:22][C:6]([CH2:7][NH:8][C:9](=[O:21])[CH:10]([C:13]2[CH:18]=[CH:17][C:16]([OH:19])=[CH:15][C:14]=2[F:20])[O:11][CH3:12])=[CH:5][CH:4]=1)#[N:2].I[CH:25]([CH3:27])[CH3:26].C(=O)([O-])[O-].[Cs+].[Cs+]>CN(C=O)C>[C:1]([C:3]1[CH:4]=[CH:5][C:6]([CH2:7][NH:8][C:9](=[O:21])[CH:10]([C:13]2[CH:18]=[CH:17][C:16]([O:19][CH:25]([CH3:27])[CH3:26])=[CH:15][C:14]=2[F:20])[O:11][CH3:12])=[CH:22][CH:23]=1)#[N:2] |f:2.3.4|. Procedure: In analogy to example 16.4, (RS)-N-(4-cyano-benzyl)-2-(2-fluoro-4-hydroxy-phenyl)-2-methoxy-acetamide was alkylated with 2-iodopropane and cesium carbonate in DMF to give (RS)-N-(4-cyano-benzyl)-2-(2-fluoro-4-isopropoxy-phenyl)-2-methoxy-acetamide. Light yellow oil. MS 357.2 ([M+H]+) Reactants: O=C(C1=CC=CC=2C=CN(C21)C)N(C(C)C)C(C)C. The reagents and catalysts are O=C1C=CC=2C=CC=C(C3=CN=C(C=C3)C=4N=CC=CC4)C2N1, O1B(OC(C)(C)C1(C)C)B2OC(C)(C)C(O2)(C)C, [K].OC(C)(C)C, C[OH2+].C[OH2+].C1CC=CCCC=C1.C1CC=CCCC=C1.[Ir].[Ir]. Run in O1CCCC1. Reaction conditions: temperature 80 celsius, time 12 hour. The product is O=C(C1=CC=CC=2C=C(B3OC(C)(C)C(O3)(C)C)N(C21)C)N(C(C)C)C(C)C. The yield is 20.0%. Procedure: In an argon filled glove box, a 5.0 mL weaton microreactor was charged with [Ir(cod)(OMe)]2 (1.98 mg, 1.5 mol%), L1 ligand (2.1 mg, 3.5 mol%), B2pin2 (50.8 mg, 1.0 equiv.), KOtBu (1.0 mg, 4.5 mol%) and dry THF (1.0 mL). The reaction mixture was stirred for 2 minutes at room temperature. To this mixture, N,N-diisopropyl-1-methyl-1H-indole-7-carboxamide (51.7 mg, 0.2 mmol) was added. The microreactor was capped with a teflon pressure cap and placed into preheated aluminum block at 80 oC. After 12 ... The reactants are ClC1=CC=C(C=C1)C=1C=CC(NN1)=O (6-(4-chlorophenyl)-pyridazinone), P12(=S)SP3(=S)SP(=S)(S1)SP(=S)(S2)S3 (phosphorus pentasulfide). Run in N1=CC=CC=C1 (pyridine). Yields the product ClC1=CC=C(C=C1)C=1C=CC(NN1)=S (6-(4-chlorophenyl)-pyridazinthione). Isolated yield 187.1%. RXN SMILES: [Cl:1][C:2]1[CH:7]=[CH:6][C:5]([C:8]2[CH:9]=[CH:10][C:11](=O)[NH:12][N:13]=2)=[CH:4][CH:3]=1.P12(SP3(SP(SP(S3)(S1)=S)(=S)S2)=S)=[S:16]>N1C=CC=CC=1>[Cl:1][C:2]1[CH:7]=[CH:6][C:5]([C:8]2[CH:9]=[CH:10][C:11](=[S:16])[NH:12][N:13]=2)=[CH:4][CH:3]=1. Reported procedure: A mixture of 3.0 g of 6-(4-chlorophenyl)-pyridazinone, 50 ml of dry pyridine and 3.2 g of phosphorus pentasulfide was refluxed for 1 hour, evaporated to dryness and extracted with 200 ml of ether. The ether extract was washed with water (3×100 ml), brine (100 ml), dried over magnesium sulfate and evaporated to yield 3.0 g of 6-(4-chlorophenyl)-pyridazinthione as a yellow solid. Reactants: [N+](=O)([O-])C1=NC=CC=C1O (2-nitro-3-hydroxypyridine), C([O-])([O-])=O.[K+].[K+] (potassium carbonate), CI (methyl iodide). Product: COC=1C(=NC=CC1)[N+](=O)[O-] (3-methoxy-2-nitropyridine). Isolated yield 97.4%. As a reaction SMILES: [N+:1]([C:4]1[C:9]([OH:10])=[CH:8][CH:7]=[CH:6][N:5]=1)([O-:3])=[O:2].[C:11](=O)([O-])[O-].[K+].[K+].CI>>[CH3:11][O:10][C:9]1[C:4]([N+:1]([O-:3])=[O:2])=[N:5][CH:6]=[CH:7][CH:8]=1 |f:1.2.3|. Reported procedure: The similar reaction as described in Reference Example 9 by using 2-nitro-3-hydroxypyridine (7.0 g), potassium carbonate (6.91 g) and methyl iodide (4.67 ml) gave the title compound (7.5 g) as crystalline powders. Starting materials: O=C(O)c1ccc(N2CC(O)C2)c(OCC2CC2)n1, CC(C)CC(N)C(N)=O. Yields the product CC(C)CC(NC(=O)c1ccc(N2CC(O)C2)c(OCC2CC2)n1)C(N)=O. Reaction SMILES: [CH:1]1([CH2:4][O:5][c:6]2[c:7]([N:15]3[CH2:16][CH:17]([OH:19])[CH2:18]3)[cH:8][cH:9][c:10]([C:12](=[O:13])[OH:14])[n:11]2)[CH2:2][CH2:3]1.[NH2:20][CH:21]([C:22](=[O:23])[NH2:24])[CH2:25][CH:26]([CH3:27])[CH3:28]>>[CH:1]1([CH2:4][O:5][c:6]2[c:7]([N:15]3[CH2:16][CH:17]([OH:19])[CH2:18]3)[cH:8][cH:9][c:10]([C:12](=[O:14])[NH:20][CH:21]([C:22](=[O:23])[NH2:24])[CH2:25][CH:26]([CH3:27])[CH3:28])[n:11]2)[CH2:2][CH2:3]1. The reactants are CS(C)=O, O=C1OCC(c2cccc(O)c2)N1c1ccc(Cl)cc1, N#Cc1ccccc1F, [K+], [K+], O=C([O-])[O-]. The product is N#Cc1ccccc1Oc1cccc(C2COC(=O)N2c2ccc(Cl)cc2)c1. RXN SMILES: [CH3:36][S:37]([CH3:38])=[O:39].[Cl:1][c:2]1[cH:3][cH:4][c:5]([N:8]2[C:9](=[O:20])[O:10][CH2:11][CH:12]2[c:13]2[cH:14][c:15]([OH:19])[cH:16][cH:17][cH:18]2)[cH:6][cH:7]1.[F:27][c:28]1[c:29]([C:30]#[N:31])[cH:32][cH:33][cH:34][cH:35]1.[K+:21].[K+:22].[O-:23][C:24]([O-:25])=[O:26]>>[Cl:1][c:2]1[cH:3][cH:4][c:5]([N:8]2[C:9](=[O:20])[O:10][CH2:11][CH:12]2[c:13]2[cH:14][c:15]([O:19][c:28]3[c:29]([C:30]#[N:31])[cH:32][cH:33][cH:34][cH:35]3)[cH:16][cH:17][cH:18]2)[cH:6][cH:7]1. The reactants are C(C)(C)(C)NCC1(CCN(CC1)CC1=CC=CC=C1)O ((tert-butyl)(1-benzyl-4-hydroxypiperidin-4-ylmethyl)amine), C(=O)(N1C=NC=C1)N1C=NC=C1 (1,1'-carbonyldiimidazole), Cl (hydrochloric acid). Run in C1CCOC1 (THF). The product is C(C1=CC=CC=C1)N1CCC2(CN(C(O2)=O)C(C)(C)C)CC1 (8-benzyl-3-tert-butyl-3,8-diaza-1-oxaspiro[4.5]decane-2-one). Isolated yield 76.7%. As a reaction SMILES: [C:1]([NH:5][CH2:6][C:7]1([OH:20])[CH2:12][CH2:11][N:10]([CH2:13][C:14]2[CH:19]=[CH:18][CH:17]=[CH:16][CH:15]=2)[CH2:9][CH2:8]1)([CH3:4])([CH3:3])[CH3:2].[C:21](N1C=CN=C1)(N1C=CN=C1)=[O:22].Cl>C1COCC1>[CH2:13]([N:10]1[CH2:11][CH2:12][C:7]2([O:20][C:21](=[O:22])[N:5]([C:1]([CH3:4])([CH3:2])[CH3:3])[CH2:6]2)[CH2:8][CH2:9]1)[C:14]1[CH:15]=[CH:16][CH:17]=[CH:18][CH:19]=1. Procedure details: A mixture of (tert-butyl)(1-benzyl-4-hydroxypiperidin-4-ylmethyl)amine (11.9 g, 43 mmol), 1,1'-carbonyldiimidazole (8.4 g, 52 mmol) and THF (150 mL) was heated 3.5 hours at reflux. The mixture was cooled, poured into dilute hydrochloric acid and then washed with methylene chloride (2× 200 mL). The combined washes were extracted with dilute hydrochloric acid and the combined. aqueous layers were treated with sodium hydroxide and extracted with methylene chloride. The extract was dried (Na2 SO4) a...